Dataset: the Open Reaction Database (ORD), a public repository of structured organic reaction records. Task: describe an organic reaction: reactants, conditions, products, and yield Reactants: BrC1=CC=C(C[C@]23C(N(C(N3C[C@@H](C2)NC(C2=CC=C(C=C2)C(=O)OC(C)(C)C)=O)=O)C2=CC(=CC(=C2)Cl)Cl)=O)C=C1 ((5R, 7R)-5-(4-Bromobenzyl)-3-(3,5-dichlorophenyl)-7-(4-t-butoxycarbonylbenzoylamino)-1,3-diazabicyclo[3.3.0]octane-2,4-dione), C(=O)(C(F)(F)F)O (TFA). Run in C(Cl)Cl (CH2Cl2), C(Cl)Cl (CH2Cl2). Reaction conditions: time 3 hour. Product: BrC1=CC=C(C[C@]23C(N(C(N3C[C@@H](C2)NC(C2=CC=C(C=C2)C(=O)O)=O)=O)C2=CC(=CC(=C2)Cl)Cl)=O)C=C1 ((5R, 7R)-5-(4-Bromobenzyl)-3-(3,5-dichlorophenyl)-7-(4-carboxybenzoylamino)-1,3-diazabicyclo[3.3.0]octane-2,4-dione). Isolated yield 90.1%. RXN SMILES: [Br:1][C:2]1[CH:42]=[CH:41][C:5]([CH2:6][C@:7]23[CH2:14][C@@H:13]([NH:15][C:16](=[O:30])[C:17]4[CH:22]=[CH:21][C:20]([C:23]([O:25]C(C)(C)C)=[O:24])=[CH:19][CH:18]=4)[CH2:12][N:11]2[C:10](=[O:31])[N:9]([C:32]2[CH:37]=[C:36]([Cl:38])[CH:35]=[C:34]([Cl:39])[CH:33]=2)[C:8]3=[O:40])=[CH:4][CH:3]=1.C(O)(C(F)(F)F)=O>C(Cl)Cl>[Br:1][C:2]1[CH:42]=[CH:41][C:5]([CH2:6][C@:7]23[CH2:14][C@@H:13]([NH:15][C:16](=[O:30])[C:17]4[CH:18]=[CH:19][C:20]([C:23]([OH:25])=[O:24])=[CH:21][CH:22]=4)[CH2:12][N:11]2[C:10](=[O:31])[N:9]([C:32]2[CH:33]=[C:34]([Cl:39])[CH:35]=[C:36]([Cl:38])[CH:37]=2)[C:8]3=[O:40])=[CH:4][CH:3]=1. Procedure details: To a solution of Example 80 (0.161 g) in CH2Cl2 (4 mL) was added TFA (1 mL). After 3 hours at room temperature, the reaction mixture was diluted with CH2Cl2, washed with water and brine, dried (Na2SO4), filtered, concentrated and purified by chromatography (silica gel: 80:20 CH2Cl2:MeOH, Chromatotron) to afford the titled compound (0.133 g). MS (m/z) 614 [M—H]−. Starting materials: NC1=C2N=CN(C2=NC=N1)[C@@H]1C[C@H]([C@@H]2[C@H]1OC(O2)(C)C)CN(CCCNC(=O)NC2=CC=C(C=C2)C(C)(C)C)C (1-(3-((((3aR,4S,6R,6aS)-6-(6-amino-9H-purin-9-yl)-2,2-dimethyltetrahydro-3aH-cyclopenta[d][1,3]dioxol-4-yl)methyl)(methyl)amino)prop yl)-3-(4-(tert-butyl)phenyl)urea), CC#N (MeCN), FC(C(=O)O)(F)F (trifluoroacetic acid), Cl (HCl). The solvent is CO (MeOH), O (water), O (H2O). Run at time 5 minute. Product: Cl.NC1=C2N=CN(C2=NC=N1)[C@H]1[C@@H]([C@@H]([C@@H](C1)CN(CCCNC(=O)NC1=CC=C(C=C1)C(C)(C)C)C)O)O (1-(3-((((1S,2R,3S,4R)-4-(6-amino-9H-purin-9-yl)-2,3-dihydroxycyclopentyl)methyl)(methyl)amino)propyl)-3-(4-(tert-butyl)phenyl)urea hydrochloride). Yield: 43.0%. Reaction SMILES: FC(F)(F)C(O)=O.[NH2:8][C:9]1[N:17]=[CH:16][N:15]=[C:14]2[C:10]=1[N:11]=[CH:12][N:13]2[C@H:18]1[C@@H:22]2[O:23]C(C)(C)[O:25][C@@H:21]2[C@H:20]([CH2:28][N:29]([CH3:47])[CH2:30][CH2:31][CH2:32][NH:33][C:34]([NH:36][C:37]2[CH:42]=[CH:41][C:40]([C:43]([CH3:46])([CH3:45])[CH3:44])=[CH:39][CH:38]=2)=[O:35])[CH2:19]1.[ClH:48].CC#N>CO.O>[ClH:48].[NH2:8][C:9]1[N:17]=[CH:16][N:15]=[C:14]2[C:10]=1[N:11]=[CH:12][N:13]2[C@@H:18]1[CH2:19][C@@H:20]([CH2:28][N:29]([CH3:47])[CH2:30][CH2:31][CH2:32][NH:33][C:34]([NH:36][C:37]2[CH:38]=[CH:39][C:40]([C:43]([CH3:45])([CH3:46])[CH3:44])=[CH:41][CH:42]=2)=[O:35])[C@@H:21]([OH:25])[C@H:22]1[OH:23] |f:6.7|. Procedure: A cooled (ice bath) solution of trifluoroacetic acid (2.9 mL, 38 mmol) in water (0.34 mL, 19 mmol) was added to a flask of 1-(3-((((3aR,4S,6R,6aS)-6-(6-amino-9H-purin-9-yl)-2,2-dimethyltetrahydro-3aH-cyclopenta[d][1,3]dioxol-4-yl)methyl)(methyl)amino)prop yl)-3-(4-(tert-butyl)phenyl)urea (0.056 g, 0.10 mmol). The reaction mixture was stirred for 5 min and the reaction mixture was then stirred at room temperature for 1.5 hours. The reaction mixture was concentrated in vacuo and taken up in CH2Cl2... The reactants are Cc1ccnc(Br)c1, [Li]CCCC, CCOCC, CCCCCC, CON(C)C(=O)c1ccc(F)cc1C(F)(F)F, O. The product is Cc1ccnc(C(=O)c2ccc(F)cc2C(F)(F)F)c1. RXN SMILES: [Br:1][c:2]1[n:3][cH:4][cH:5][c:6]([CH3:8])[cH:7]1.[CH2:15]([Li:16])[CH2:17][CH2:18][CH3:19].[CH2:38]([O:39][CH2:40][CH3:41])[CH3:42].[CH3:9][CH2:10][CH2:11][CH2:12][CH2:13][CH3:14].[F:20][c:21]1[cH:22][c:23]([C:33]([F:34])([F:35])[F:36])[c:24]([C:25](=[O:26])[N:27]([O:28][CH3:29])[CH3:30])[cH:31][cH:32]1.[OH2:37]>>[c:2]1([C:25]([c:24]2[c:23]([C:33]([F:34])([F:35])[F:36])[cH:22][c:21]([F:20])[cH:32][cH:31]2)=[O:26])[n:3][cH:4][cH:5][c:6]([CH3:8])[cH:7]1. Reactants: COc1ccc(OC)c(NC(=O)C(CCC(=O)NC(c2ccccc2)(c2ccccc2)c2ccccc2)NC(=O)OCC2c3ccccc3-c3ccccc32)c1, O=C(O)c1cc2ccccc2[nH]1. The product is COc1ccc(OC)c(NC(=O)C(CCC(=O)NC(c2ccccc2)(c2ccccc2)c2ccccc2)NC(=O)c2cc3ccccc3[nH]2)c1. RXN SMILES: [cH:1]1[c:2]2[c:14]([cH:15][cH:16][cH:17]1)-[c:9]1[c:8]([cH:13][cH:12][cH:11][cH:10]1)[CH:3]2[CH2:4][O:5][C:6](=[O:7])[NH:18][CH:19]([CH2:20][CH2:21][C:22]([NH:23][C:24]([c:25]1[cH:26][cH:27][cH:28][cH:29][cH:30]1)([c:31]1[cH:32][cH:33][cH:34][cH:35][cH:36]1)[c:37]1[cH:38][cH:39][cH:40][cH:41][cH:42]1)=[O:43])[C:44](=[O:45])[NH:46][c:47]1[c:48]([O:55][CH3:56])[cH:49][cH:50][c:51]([O:53][CH3:54])[cH:52]1.[nH:57]1[c:58]([C:66](=[O:67])[OH:68])[cH:59][c:60]2[cH:61][cH:62][cH:63][cH:64][c:65]12>>[NH:18]([CH:19]([CH2:20][CH2:21][C:22]([NH:23][C:24]([c:25]1[cH:26][cH:27][cH:28][cH:29][cH:30]1)([c:31]1[cH:32][cH:33][cH:34][cH:35][cH:36]1)[c:37]1[cH:38][cH:39][cH:40][cH:41][cH:42]1)=[O:43])[C:44](=[O:45])[NH:46][c:47]1[c:48]([O:55][CH3:56])[cH:49][cH:50][c:51]([O:53][CH3:54])[cH:52]1)[C:66]([c:58]1[nH:57][c:65]2[c:60]([cH:59]1)[cH:61][cH:62][cH:63][cH:64]2)=[O:68]. Starting materials: CCCCC(CC)CN, C1CCOC1, CCN(C(C)C)C(C)C, O=C(Cl)c1cc(-n2ncc(=O)[nH]c2=O)ccc1Cl, CC(Cl)Cl. Product: CCCCC(CC)CNC(=O)c1cc(-n2ncc(=O)[nH]c2=O)ccc1Cl. RXN SMILES: [CH2:1]([CH3:2])[CH:3]([CH2:4][NH2:5])[CH2:6][CH2:7][CH2:8][CH3:9].[CH2:37]1[O:38][CH2:39][CH2:40][CH2:41]1.[CH:10]([N:11]([CH:12]([CH3:13])[CH3:14])[CH2:15][CH3:16])([CH3:17])[CH3:18].[Cl:19][c:20]1[c:21]([C:22](=[O:23])[Cl:24])[cH:25][c:26](-[n:29]2[n:30][cH:31][c:32](=[O:36])[nH:33][c:34]2=[O:35])[cH:27][cH:28]1.[Cl:42][CH:43]([Cl:44])[CH3:45]>>[CH2:1]([CH3:2])[CH:3]([CH2:4][NH:5][C:22]([c:21]1[c:20]([Cl:19])[cH:28][cH:27][c:26](-[n:29]2[n:30][cH:31][c:32](=[O:36])[nH:33][c:34]2=[O:35])[cH:25]1)=[O:23])[CH2:6][CH2:7][CH2:8][CH3:9]. Reactants: [B-](F)(F)(F)F.[B-](F)(F)(F)F.C1C[N+]2(CC[N+]1(CC2)CCl)F (Selectfluor), C(C)N1N=CC=C1C(=O)OCC (ethyl 1-ethyl-1H-pyrazole-5-carboxylate), [B-](F)(F)(F)F.[B-](F)(F)(F)F.C1C[N+]2(CC[N+]1(CC2)CCl)F (Selectfluor), C(C)#N (acetonitrile). The solvent is C(C)(=O)O (acetic acid). Run at temperature 100 celsius. Yields the product C(C)N1N=CC(=C1C(=O)OCC)F (Ethyl 1-ethyl-4-fluoro-1H-pyrazole-5-carboxylate). RXN SMILES: [CH2:1]([N:3]1[C:7]([C:8]([O:10][CH2:11][CH3:12])=[O:9])=[CH:6][CH:5]=[N:4]1)[CH3:2].[B-](F)(F)(F)[F:14].[B-](F)(F)(F)F.C1[N+]2(CCl)CC[N+](F)(CC2)C1.C(#N)C>C(O)(=O)C>[CH2:1]([N:3]1[C:7]([C:8]([O:10][CH2:11][CH3:12])=[O:9])=[C:6]([F:14])[CH:5]=[N:4]1)[CH3:2] |f:1.2.3|. Procedure: A microwave vial was charged with ethyl 1-ethyl-1H-pyrazole-5-carboxylate (0.2 g) and Selectfluor™ (0.548 g) followed by acetonitrile (3 ml) and acetic acid (0.5 ml). The mixture was heated at 100° C. under microwave irradiation for 120 min. Selectfluor™ (0.548 g) was added and the mixture was heated was heated at 100° C. under microwave irradiation for 60 min. The solvent was removed in vacuo and the residue was partitioned between DCM (15 ml) and water (15 ml) and separated by hydrophobic frit...